Dataset: the Open Reaction Database (ORD), a public repository of structured organic reaction records. Task: describe an organic reaction: reactants, conditions, products, and yield Starting materials: ClCC#N (Chloroacetonitrile), Cl (hydrochloric acid), [OH-].[Na+] (sodium hydroxide), COC1=C(C=C(NC)C=C1)C (4-Methoxy-3-methyl-N-methylaniline), B(Cl)(Cl)Cl (boron trichloride). Solvent: C1(=CC=CC=C1)C (toluene). Procedure details: 4-Methoxy-3-methyl-N-methylaniline (30.2 g) is added dropwise to a stirred solution of boron trichloride (26 g) in toluene (100 ml) cooled to 0 to 5°. Chloroacetonitrile (19.9 g) and then titanium tetrachloride (26.8 ml) are added and the mixture is heated under reflux for 6 hours. After cooling to ambient temperature, hydrochloric acid (2M, 500 ml) is added and the mixture then heated to 80° for 30 minutes. The mixture is cooled to ambient temperature, sodium hydroxide (2M) is added to pH 3 and... Reaction SMILES: [CH3:1][O:2][C:3]1[CH:10]=[CH:9][C:6]([NH:7][CH3:8])=[CH:5][C:4]=1[CH3:11].B(Cl)(Cl)Cl.[Cl:16][CH2:17][C:18]#N.Cl.[OH-:21].[Na+]>C1(C)C=CC=CC=1.[Ti](Cl)(Cl)(Cl)Cl>[Cl:16][CH2:17][C:18]([C:9]1[CH:10]=[C:3]([O:2][CH3:1])[C:4]([CH3:11])=[CH:5][C:6]=1[NH:7][CH3:8])=[O:21] |f:4.5|. The product is ClCC(=O)C1=C(C=C(C(=C1)OC)C)NC (2-chloro-5'-methoxy-4'-methyl-2'-(methylamino)acetophenone). The reagents and catalysts are [Ti](Cl)(Cl)(Cl)Cl (titanium tetrachloride). The reactants are OC1OC(COCc2ccccc2)C(OCc2ccccc2)C(OCc2ccccc2)C1OCc1ccccc1, C1CCNCC1, CCCC[N+](CCCC)(CCCC)CCCC, [Cl-], ClCCl, [K+], [OH-]. The product is NCCCCCCOC1OC(COCc2ccccc2)C(OCc2ccccc2)C(OCc2ccccc2)C1OCc1ccccc1. RXN SMILES: [CH2:1]([c:2]1[cH:3][cH:4][cH:5][cH:6][cH:7]1)[O:8][CH:9]1[CH:10]([OH:11])[O:12][CH:13]([CH2:32][O:33][CH2:34][c:35]2[cH:36][cH:37][cH:38][cH:39][cH:40]2)[CH:14]([O:24][CH2:25][c:26]2[cH:27][cH:28][cH:29][cH:30][cH:31]2)[CH:15]1[O:16][CH2:17][c:18]1[cH:19][cH:20][cH:21][cH:22][cH:23]1.[CH2:41]1[CH2:42][CH2:43][NH:44][CH2:45][CH2:46]1.[CH3:51][CH2:52][CH2:53][CH2:54][N+:55]([CH2:56][CH2:57][CH2:58][CH3:59])([CH2:60][CH2:61][CH2:62][CH3:63])[CH2:64][CH2:65][CH2:66][CH3:67].[Cl-:50].[Cl:47][CH2:48][Cl:49].[K+:69].[OH-:68]>>[CH2:1]([c:2]1[cH:3][cH:4][cH:5][cH:6][cH:7]1)[O:8][CH:9]1[CH:10]([O:11][CH2:48][CH2:45][CH2:46][CH2:41][CH2:42][CH2:43][NH2:44])[O:12][CH:13]([CH2:32][O:33][CH2:34][c:35]2[cH:36][cH:37][cH:38][cH:39][cH:40]2)[CH:14]([O:24][CH2:25][c:26]2[cH:27][cH:28][cH:29][cH:30][cH:31]2)[CH:15]1[O:16][CH2:17][c:18]1[cH:19][cH:20][cH:21][cH:22][cH:23]1. Starting materials: O1C(=CC=C1)C(=O)Cl (2-Furoyl chloride), C1(=CC=CC=C1)CCCN1C(CNCC1)C (1-(3-phenylpropyl)-2-methylpiperazine). Run in C(Cl)(Cl)Cl (CHCl3). Yields the product C1(=CC=CC=C1)CCCN1C(CN(CC1)C(=O)C=1OC=CC1)C (1-(3-Phenylpropyl)-2-methyl-4-(2-furoyl)piperazine). Reaction SMILES: [O:1]1[CH:5]=[CH:4][CH:3]=[C:2]1[C:6](Cl)=[O:7].[C:9]1([CH2:15][CH2:16][CH2:17][N:18]2[CH2:23][CH2:22][NH:21][CH2:20][CH:19]2[CH3:24])[CH:14]=[CH:13][CH:12]=[CH:11][CH:10]=1>C(Cl)(Cl)Cl>[C:9]1([CH2:15][CH2:16][CH2:17][N:18]2[CH2:23][CH2:22][N:21]([C:6]([C:2]3[O:1][CH:5]=[CH:4][CH:3]=3)=[O:7])[CH2:20][CH:19]2[CH3:24])[CH:14]=[CH:13][CH:12]=[CH:11][CH:10]=1. Reported procedure: 2-Furoyl chloride (1.5 g) was added dropwise with stirring to a solution of 1-(3-phenylpropyl)-2-methylpiperazine [b.p. 138° - 140°C (8 mmHg)] (2.2 g) and CHCl3 (100 ml). Reactants: CCOC(C)=O, Clc1cccc(Cl)n1, NCCO, c1ccncc1. Yields the product OCCNc1cccc(Cl)n1. As a reaction SMILES: [CH3:19][CH2:20][O:21][C:22](=[O:23])[CH3:24].[Cl:5][c:6]1[n:7][c:8]([Cl:12])[cH:9][cH:10][cH:11]1.[NH2:1][CH2:2][CH2:3][OH:4].[cH:13]1[cH:14][cH:15][n:16][cH:17][cH:18]1>>[NH:1]([CH2:2][CH2:3][OH:4])[c:8]1[n:7][c:6]([Cl:5])[cH:11][cH:10][cH:9]1. Procedure details: Following a procedure similar to that described in Preparation 50, the desired compound was prepared from 2.11 g of 1-(2-diphenylmethylaminothiazol-4-yl)ethane-1,2-diol, 3.15 g of sodium metaperiodate, 40 ml of water and 20 ml of methanol. The resulting product was a pale brown foam having the following physical properties. The reactants are C1(=CC=CC=C1)C(C1=CC=CC=C1)NC=1SC=C(N1)C(CO)O (1-(2-diphenylmethylaminothiazol-4-yl)ethane-1,2-diol), I(=O)(=O)(=O)[O-].[Na+] (sodium metaperiodate), O (water). As a reaction SMILES: [C:1]1([CH:7]([NH:14][C:15]2[S:16][CH:17]=[C:18]([CH:20]([OH:23])CO)[N:19]=2)[C:8]2[CH:13]=[CH:12][CH:11]=[CH:10][CH:9]=2)[CH:6]=[CH:5][CH:4]=[CH:3][CH:2]=1.I([O-])(=O)(=O)=O.[Na+].O>CO>[C:8]1([CH:7]([NH:14][C:15]2[S:16][CH:17]=[C:18]([CH:20]=[O:23])[N:19]=2)[C:1]2[CH:6]=[CH:5][CH:4]=[CH:3][CH:2]=2)[CH:13]=[CH:12][CH:11]=[CH:10][CH:9]=1 |f:1.2|. Product: C1(=CC=CC=C1)C(C1=CC=CC=C1)NC=1SC=C(N1)C=O (2-Diphenylmethylaminothiazole-4-carbaldehyde). Run in CO (methanol). The reactants are COC1(CCC(CC1)(CO)CO)OC ((4,4-dimethoxycyclohexane-1,1-diyl)dimethanol), S(=O)(=O)(C1=CC=C(C)C=C1)Cl (tosyl chloride). Run in CCOC(=O)C (EtOAc), N1=CC=CC=C1 (pyridine). Reaction conditions: time 18 hour. Yields the product CC1=CC=C(C=C1)S(=O)(=O)OCC1(CCC(CC1)(OC)OC)COS(=O)(=O)C1=CC=C(C=C1)C ((4,4-Dimethoxycyclohexane-1,1-diyl)bis(methylene) bis(4-methylbenzenesulfonate)). The yield is 59.8%. As a reaction SMILES: [CH3:1][O:2][C:3]1([O:13][CH3:14])[CH2:8][CH2:7][C:6]([CH2:11][OH:12])([CH2:9][OH:10])[CH2:5][CH2:4]1.[S:15](Cl)([C:18]1[CH:24]=[CH:23][C:21]([CH3:22])=[CH:20][CH:19]=1)(=[O:17])=[O:16]>N1C=CC=CC=1.CCOC(C)=O>[CH3:22][C:21]1[CH:23]=[CH:24][C:18]([S:15]([O:12][CH2:11][C:6]2([CH2:9][O:10][S:15]([C:18]3[CH:24]=[CH:23][C:21]([CH3:22])=[CH:20][CH:19]=3)(=[O:17])=[O:16])[CH2:5][CH2:4][C:3]([O:2][CH3:1])([O:13][CH3:14])[CH2:8][CH2:7]2)(=[O:17])=[O:16])=[CH:19][CH:20]=1. Procedure: To a solution of (4,4-dimethoxycyclohexane-1,1-diyl)dimethanol (3.6 g, 17.62 mmol) in pyridine (20 mL) was added tosyl chloride (7.39 mL, 38.8 mmol). The reaction mixture was stirred at rt for 18 h and then diluted with EtOAc (50 mL). The organic mixture and washed with 10% aq. citric acid, dried (Na2SO4) and concentrated in vacuo to afford the title compound (5.4 g, 60% yield) as a white solid. 1H NMR (500 MHz, CDCl3) δ 7.73 (d, J=8.3 Hz, 4H), 7.35 (d, J=8.2 Hz, 4H), 3.84 (s, 4H), 3.09 (s, 6H),... Starting materials: C(C)(C)(C)OC(N[C@@H](CN1CCN(CC1)C)C1=CC=C(C=C1)O)=O ([(R)-1-(4-hydroxy-phenyl)-2-(4-methyl-piperazin-1-yl)-ethyl]-carbamic acid tert-butyl ester), C(=O)([O-])[O-].[K+].[K+] (K2CO3), [Br-] (bromide). The solvent is CN(C)C=O (DMF), CCOC(=O)C (EtOAc). Conditions: temperature 55 celsius. Product: C(C)(C)(C)OC(N[C@@H](CN1CCN(CC1)C)C1=CC=C(C=C1)OCC(CCC)C)=O ([(R)-1-[4-(2-Methyl-pentyloxy)-phenyl]-2-(4-methyl-piperazin-1-yl)-ethyl]-carbamic acid tert-butyl ester). Reaction SMILES: [C:1]([O:5][C:6](=[O:24])[NH:7][C@H:8]([C:17]1[CH:22]=[CH:21][C:20]([OH:23])=[CH:19][CH:18]=1)[CH2:9][N:10]1[CH2:15][CH2:14][N:13]([CH3:16])[CH2:12][CH2:11]1)([CH3:4])([CH3:3])[CH3:2].C([O-])([O-])=O.[K+].[K+].[Br-]>CN(C=O)C.CCOC(C)=O>[C:1]([O:5][C:6](=[O:24])[NH:7][C@H:8]([C:17]1[CH:18]=[CH:19][C:20]([O:23][CH2:8][CH:17]([CH3:22])[CH2:18][CH2:19][CH3:20])=[CH:21][CH:22]=1)[CH2:9][N:10]1[CH2:11][CH2:12][N:13]([CH3:16])[CH2:14][CH2:15]1)([CH3:4])([CH3:2])[CH3:3] |f:1.2.3|. Reported procedure: A mixture of [(R)-1-(4-hydroxy-phenyl)-2-(4-methyl-piperazin-1-yl)-ethyl]-carbamic acid tert-butyl ester (57 mg, 0.17 mmol), K2CO3 (72 mg, 0.52 mmol) and 2-methylpenthyl bromide (60 ul, 0.42 mmol) in DMF (1 ml) was stirred at 55° C. for over night. After cool to rt, the mixture was diluted with EtOAc and washed with H2O and dried (MgSO4). Removal of the solvent provided the titled compound. MS (MH+).